This data is from the Open Reaction Database (ORD), a public repository of structured organic reaction records. The task is: describe an organic reaction: reactants, conditions, products, and yield The reactants are C(C)(=O)C=1C=CC2=C(CCO2)C1 (5-acetyl-2,3-dihydro-1-benzofuran), BrCC(=O)C=1N=CC=2CCCCC2C1 (3-bromoacetyl-5,6,7,8-tetrahydroisoquinoline). Yields the product BrCC(=O)C=1C=CC2=C(CCO2)C1 (5-Bromoacetyl-2,3-dihydro-1-benzofuran). Reaction SMILES: [C:1]([C:4]1[CH:5]=[CH:6][C:7]2[O:11][CH2:10][CH2:9][C:8]=2[CH:12]=1)(=[O:3])[CH3:2].[Br:13]CC(C1N=CC2CCCCC=2C=1)=O>>[Br:13][CH2:2][C:1]([C:4]1[CH:5]=[CH:6][C:7]2[O:11][CH2:10][CH2:9][C:8]=2[CH:12]=1)=[O:3]. Reported procedure: *5-Bromoacetyl-2,3-dihydro-1-benzofuran was prepared from 5-acetyl-2,3-dihydro-1-benzofuran according to the procedure for preparing 3-bromoacetyl-5,6,7,8-tetrahydroisoquinoline described in Example 1.